This data is from the Open Reaction Database (ORD), a public repository of structured organic reaction records. The task is: describe an organic reaction: reactants, conditions, products, and yield Reactants: C1CCOC1, O, Cc1cc(C)c(CNC(=O)c2cc(C(O)CO)nc3c2cnn3C(C)C)c(=O)[nH]1. Yields the product Cc1cc(C)c(CNC(=O)c2cc(C=O)nc3c2cnn3C(C)C)c(=O)[nH]1. Reaction SMILES: [CH2:30]1[O:31][CH2:32][CH2:33][CH2:34]1.[OH2:35].[OH:1][CH:2]([CH2:3][OH:4])[c:5]1[cH:6][c:7]([C:17](=[O:18])[NH:19][CH2:20][c:21]2[c:22](=[O:29])[nH:23][c:24]([CH3:28])[cH:25][c:26]2[CH3:27])[c:8]2[c:9]([n:10]1)[n:11]([CH:14]([CH3:15])[CH3:16])[n:12][cH:13]2>>[O:1]=[CH:2][c:5]1[cH:6][c:7]([C:17](=[O:18])[NH:19][CH2:20][c:21]2[c:22](=[O:29])[nH:23][c:24]([CH3:28])[cH:25][c:26]2[CH3:27])[c:8]2[c:9]([n:10]1)[n:11]([CH:14]([CH3:15])[CH3:16])[n:12][cH:13]2. Starting materials: C(N)(OC(C)(C)C)=O (t-Butyl carbamate), COC(=O)C1=CC=C(C=C1)C1(CC1)NC(=O)C1N(CC2CC2C1)C(=O)OC(C)(C)C (tert-butyl 4-((1-(4-(methoxycarbonyl)phenyl)cyclopropyl)carbamoyl)-3-azabicyclo[4.1.0]heptane-3-carboxylate). The product is C12CNC(CC2C1)C(=O)NC1(CC1)C1=CC=C(C(=O)OC)C=C1 (methyl 4-(1-(3-azabicyclo[4.1.0]heptane-4-carboxamido)cyclopropyl)benzoate). Isolated yield 78.6%. Reaction SMILES: C(=O)(OC(C)(C)C)N.[CH3:9][O:10][C:11]([C:13]1[CH:18]=[CH:17][C:16]([C:19]2([NH:22][C:23]([CH:25]3[CH2:31][CH:30]4[CH:28]([CH2:29]4)[CH2:27][N:26]3C(OC(C)(C)C)=O)=[O:24])[CH2:21][CH2:20]2)=[CH:15][CH:14]=1)=[O:12]>>[CH:28]12[CH2:29][CH:30]1[CH2:31][CH:25]([C:23]([NH:22][C:19]1([C:16]3[CH:15]=[CH:14][C:13]([C:11]([O:10][CH3:9])=[O:12])=[CH:18][CH:17]=3)[CH2:20][CH2:21]1)=[O:24])[NH:26][CH2:27]2. Reported procedure: The title compound (D100) (155 mg) was prepared according to the general procedure for t-Butyl carbamate (Boc) cleavage starting from tert-butyl 4-((1-(4-(methoxycarbonyl)phenyl)cyclopropyl)carbamoyl)-3-azabicyclo[4.1.0]heptane-3-carboxylate (D69) (260 mg). Reactants: BrBr, ClCCl, Clc1nccn2c(C3CCC3)ncc12. Yields the product Clc1nccn2c(C3CCC3)nc(Br)c12. RXN SMILES: [Br:15][Br:16].[Cl:17][CH2:18][Cl:19].[Cl:1][c:2]1[c:3]2[n:4]([cH:5][cH:6][n:7]1)[c:8]([CH:11]1[CH2:12][CH2:13][CH2:14]1)[n:9][cH:10]2>>[Cl:1][c:2]1[c:3]2[n:4]([cH:5][cH:6][n:7]1)[c:8]([CH:11]1[CH2:12][CH2:13][CH2:14]1)[n:9][c:10]2[Br:15]. Reactants: COC(=O)C(Cc1ccc(Oc2ccc(C=C3SC(=O)NC3=O)cc2)cc1)NC(=O)C(CCSC)NC(=O)OC(C)(C)C, ClCCl, Cl. The product is COC(=O)C(Cc1ccc(Oc2ccc(C=C3SC(=O)NC3=O)cc2)cc1)NC(=O)C(N)CCSC, Cl. RXN SMILES: [CH3:1][S:2][CH2:3][CH2:4][CH:5]([C:6](=[O:7])[NH:8][CH:9]([CH2:10][c:11]1[cH:12][cH:13][c:14]([O:15][c:16]2[cH:17][cH:18][c:19]([CH:20]=[C:21]3[C:22](=[O:27])[NH:23][C:24](=[O:26])[S:25]3)[cH:28][cH:29]2)[cH:30][cH:31]1)[C:32](=[O:33])[O:34][CH3:35])[NH:36][C:37]([O:38][C:39]([CH3:40])([CH3:41])[CH3:42])=[O:43].[Cl:45][CH2:46][Cl:47].[ClH:44]>>[CH3:1][S:2][CH2:3][CH2:4][CH:5]([C:6](=[O:7])[NH:8][CH:9]([CH2:10][c:11]1[cH:12][cH:13][c:14]([O:15][c:16]2[cH:17][cH:18][c:19]([CH:20]=[C:21]3[C:22](=[O:27])[NH:23][C:24](=[O:26])[S:25]3)[cH:28][cH:29]2)[cH:30][cH:31]1)[C:32](=[O:33])[O:34][CH3:35])[NH2:36].[ClH:44]. Starting materials: C(C)OC(C(=CC1=CC=C(C=C1)O)C(C)=O)=O (2-acetyl-3-(4-hydroxy-phenyl)-acrylic acid ethyl ester), [H][H] (hydrogen). Reagents/catalysts: [Ni] (Raney-nickel). The product is C(C)OC(C(C(C)=O)CC1=CC=C(C=C1)O)=O (2-(4-hydroxy-benzyl)-3-oxo-butyric acid ethyl ester). As a reaction SMILES: [CH2:1]([O:3][C:4](=[O:17])[C:5]([C:14](=[O:16])[CH3:15])=[CH:6][C:7]1[CH:12]=[CH:11][C:10]([OH:13])=[CH:9][CH:8]=1)[CH3:2].[H][H]>[Ni]>[CH2:1]([O:3][C:4](=[O:17])[CH:5]([CH2:6][C:7]1[CH:12]=[CH:11][C:10]([OH:13])=[CH:9][CH:8]=1)[C:14](=[O:16])[CH3:15])[CH3:2]. Reported procedure: According to the procedure of Liebigs Ann. Chem. (1980), 9, 1392, 2-(4-hydroxy-benzyl)-3-oxo-butyric acid ethyl ester was prepared from 2-acetyl-3-(4-hydroxy-phenyl)-acrylic acid ethyl ester, Raney-nickel, hydrogen. Starting materials: BrB(Br)Br, ClCCl, COc1ccc2nc(N)sc2c1. The product is Nc1nc2ccc(O)cc2s1. As a reaction SMILES: [B:13]([Br:14])([Br:15])[Br:16].[Cl:17][CH2:18][Cl:19].[NH2:1][c:2]1[s:3][c:4]2[c:5]([n:6]1)[cH:7][cH:8][c:9]([O:11][CH3:12])[cH:10]2>>[NH2:1][c:2]1[s:3][c:4]2[c:5]([n:6]1)[cH:7][cH:8][c:9]([OH:11])[cH:10]2. Starting materials: FC1=CC2=C(C(C=C(S2)S)=O)C=C1 (7-Fluoro-2-mercapto-4-oxo-4H-1-benzothiopyran), ( 1 ), [H-].[Na+] (sodium hydride), CI (methyl iodide). Yields the product FC1=CC2=C(C(C=C(S2)SC)=O)C=C1 (7-fluoro-2-methylthio-4-oxo-4H-1-benzothiopyran). Yield: 61.9%. As a reaction SMILES: [F:1][C:2]1[CH:13]=[CH:12][C:5]2[C:6](=[O:11])[CH:7]=[C:8]([SH:10])[S:9][C:4]=2[CH:3]=1.[H-].[Na+].[CH3:16]I>>[F:1][C:2]1[CH:13]=[CH:12][C:5]2[C:6](=[O:11])[CH:7]=[C:8]([S:10][CH3:16])[S:9][C:4]=2[CH:3]=1 |f:1.2|. Procedure: 7-Fluoro-2-mercapto-4-oxo-4H-1-benzothiopyran(2.12 g, 10.0 mmol), sodium hydride (567.2 mg, 13.0 mmol) and methyl iodide (0.93 ml, 15.0 mmol) were used to conduct the process simiar to (1) of the Preparation 3, thus obtaining 1.40 g (yield: 62%) of 7-fluoro-2-methylthio-4-oxo-4H-1-benzothiopyran as light yellow powder. Procedure details: A tin (IV) chloride pentahydrate (Aldrich) solution was prepared by addition of the solid to distilled water; 20% colloidal alumina (AL-20, PQ Corp.) was stirred into this solution and a white precipitate formed. An aqueous potassium hydroxide (Fisher) solution was added to the tin chloride solution and stirred; colloidal silica (HS-40, DuPont) was added to the mixture (to give a final reactant ratio of 2K2O:3.8SiO2 :SnO2 :0.1Al2O3 :80H2O) and the resulting gel stirred until homogeneous. The gel... Reaction SMILES: [OH-:1].[K+].[Sn:3]([Cl:7])([Cl:6])([Cl:5])[Cl:4]>>[OH2:1].[OH2:1].[OH2:1].[OH2:1].[OH2:1].[Sn:3]([Cl:7])([Cl:6])([Cl:5])[Cl:4] |f:0.1,3.4.5.6.7.8|. Product: O.O.O.O.O.[Sn](Cl)(Cl)(Cl)Cl (tin (IV) chloride pentahydrate), final reactant. Reactants: [OH-].[K+] (potassium hydroxide), [Sn](Cl)(Cl)(Cl)Cl (tin chloride). Starting materials: C(C1=CC=CC=C1)C1=C(N)C=CC=C1 (2-benzylaniline), BrCCCC(=O)Cl (4-bromobutyryl chloride). The product is C(C1=CC=CC=C1)C1=C(C=CC=C1)NC(CCCBr)=O (2-benzyl-1-(4-bromobutyrylamino)benzene). RXN SMILES: [CH2:1]([C:8]1[CH:14]=[CH:13][CH:12]=[CH:11][C:9]=1[NH2:10])[C:2]1[CH:7]=[CH:6][CH:5]=[CH:4][CH:3]=1.[Br:15][CH2:16][CH2:17][CH2:18][C:19](Cl)=[O:20]>>[CH2:1]([C:8]1[CH:14]=[CH:13][CH:12]=[CH:11][C:9]=1[NH:10][C:19](=[O:20])[CH2:18][CH2:17][CH2:16][Br:15])[C:2]1[CH:3]=[CH:4][CH:5]=[CH:6][CH:7]=1. Procedure details: 2-benzylaniline and 4-bromobutyryl chloride were used to produce the above compound in the same way as Reference Example 8.